This data is from the Open Reaction Database (ORD), a public repository of structured organic reaction records. The task is: describe an organic reaction: reactants, conditions, products, and yield Starting materials: BrC=1C=C2C(=NC1)C=CN2OC(C)C2=C(C(=CC=C2Cl)F)Cl (6-bromo-1-[1-(2,6-dichloro-3-fluorophenyl)ethoxy]-1H-pyrrolo[3,2-b]pyridine), CN(C(=O)C=1C=C(C=CC1)B(O)O)C ([3-(dimethylcarbamoyl)phenyl]boronic acid). The product is ClC1=C(C(=CC=C1F)Cl)C(C)ON1C=CC2=NC=C(C=C21)C=2C=C(C(=O)N(C)C)C=CC2 (3-{1-[1-(2,6-dichloro-3-fluorophenyl)ethoxy]-1H-pyrrolo[3,2-b]pyridin-6-yl}-N,N-dimethylbenzamide). Reaction SMILES: Br[C:2]1[CH:3]=[C:4]2[N:10]([O:11][CH:12]([C:14]3[C:19]([Cl:20])=[CH:18][CH:17]=[C:16]([F:21])[C:15]=3[Cl:22])[CH3:13])[CH:9]=[CH:8][C:5]2=[N:6][CH:7]=1.[CH3:23][N:24]([CH3:36])[C:25]([C:27]1[CH:28]=[C:29](B(O)O)[CH:30]=[CH:31][CH:32]=1)=[O:26]>>[Cl:22][C:15]1[C:16]([F:21])=[CH:17][CH:18]=[C:19]([Cl:20])[C:14]=1[CH:12]([O:11][N:10]1[C:4]2[C:5](=[N:6][CH:7]=[C:2]([C:31]3[CH:32]=[C:27]([CH:28]=[CH:29][CH:30]=3)[C:25]([N:24]([CH3:36])[CH3:23])=[O:26])[CH:3]=2)[CH:8]=[CH:9]1)[CH3:13]. Procedure: The entitled compound was prepared from 6-bromo-1-[1-(2,6-dichloro-3-fluorophenyl)ethoxy]-1H-pyrrolo[3,2-b]pyridine and [3-(dimethylcarbamoyl)phenyl]boronic acid according to the procedure described in example 4. Starting materials: CC#N, Cl, C1CCC2=NCCCN2CC1, NCc1cccc2c1C(=O)N(C1CCC(=O)NC1=O)C2=O, O=C(Nc1ccccn1)ON1C(=O)CCC1=O. Product: O=C1CCC(N2C(=O)c3cccc(CNC(=O)Nc4ccccn4)c3C2=O)C(=O)N1. Reaction SMILES: [CH3:51][C:52]#[N:53].[ClH:12].[N:1]12[CH2:2][CH2:3][CH2:4][N:5]=[C:6]1[CH2:7][CH2:8][CH2:9][CH2:10][CH2:11]2.[NH2:13][CH2:14][c:15]1[c:16]2[c:20]([cH:21][cH:22][cH:23]1)[C:19](=[O:24])[N:18]([CH:25]1[C:26](=[O:32])[NH:27][C:28](=[O:31])[CH2:29][CH2:30]1)[C:17]2=[O:33].[O:34]=[C:35]1[CH2:36][CH2:37][C:38](=[O:39])[N:40]1[O:41][C:42]([NH:43][c:44]1[n:45][cH:46][cH:47][cH:48][cH:49]1)=[O:50]>>[NH:13]([CH2:14][c:15]1[c:16]2[c:20]([cH:21][cH:22][cH:23]1)[C:19](=[O:24])[N:18]([CH:25]1[C:26](=[O:32])[NH:27][C:28](=[O:31])[CH2:29][CH2:30]1)[C:17]2=[O:33])[C:42](=[O:41])[NH:43][c:44]1[n:45][cH:46][cH:47][cH:48][cH:49]1. Yields the product C(C)OC(C1=CC=C(C=C1)N(C=1C=C(C2=C(C(CO2)(C)C)C1)C)C(C)C)=O (4-[Isopropyl-(3,3,7-trimethyl-2,3-dihydro-benzofuran-5-yl)-amino]-benzoic acid ethyl ester). Run in C1(=CC=CC=C1)C (toluene). Reagents/catalysts: C=1C=CC(=CC1)/C=C/C(=O)/C=C/C2=CC=CC=C2.C=1C=CC(=CC1)/C=C/C(=O)/C=C/C2=CC=CC=C2.C=1C=CC(=CC1)/C=C/C(=O)/C=C/C2=CC=CC=C2.[Pd].[Pd] (tris(dibenzylideneacetone)dipalladium(0)). Procedure details: Following general procedure E and using 5-(isopropyl)amino-3,3,7-trimethyl-2,3-dihydro-benzofuran (Compound 33, 0.43 g, 1.96 mmol), ethyl-4-iodo-benzoate (0.516 g, 2.4 mmol), cesium carbonate (0.92 g, 2.8 mmol), tris(dibenzylideneacetone)dipalladium(0) (0.015 g, 0.015 mmol) and (S)-(-)-2,2'-bis(diphenylphosphino)-1,1'-binaphthyl (0.030 g, 0.047 mmol) in 8 mL of anhydrous toluene, the title compound (0.1 g), contaminated with 10% of ethyl-4-iodo-benzoate, was obtained. Some 5-(isopropyl)amino-3,3... The reactants are C1=CC=C(C=C1)P(C2=CC=CC=C2)C3=C(C4=CC=CC=C4C=C3)C5=C(C=CC6=CC=CC=C65)P(C7=CC=CC=C7)C8=CC=CC=C8 ((S)-(-)-2,2'-bis(diphenylphosphino)-1,1'-binaphthyl), C(C)(C)NC=1C=C(C2=C(C(CO2)(C)C)C1)C (5-(Isopropyl)amino-3,3,7-trimethyl-2,3-dihydro-benzofuran), C([O-])([O-])=O.[Cs+].[Cs+] (cesium carbonate), C(C)(C)NC=1C=C(C2=C(C(CO2)(C)C)C1)C (5-(Isopropyl)amino-3,3,7-trimethyl-2,3-dihydro-benzofuran), C(C)OC(C1=CC=C(C=C1)I)=O (ethyl-4-iodo-benzoate). Isolated yield 13.9%. As a reaction SMILES: [CH:1]([NH:4][C:5]1[CH:6]=[C:7]([CH3:16])[C:8]2[O:12][CH2:11][C:10]([CH3:14])([CH3:13])[C:9]=2[CH:15]=1)([CH3:3])[CH3:2].[CH2:17]([O:19][C:20](=[O:28])[C:21]1[CH:26]=[CH:25][C:24](I)=[CH:23][CH:22]=1)[CH3:18].C(=O)([O-])[O-].[Cs+].[Cs+].C1C=CC(P(C2C=CC3C(=CC=CC=3)C=2C2C3C(=CC=CC=3)C=CC=2P(C2C=CC=CC=2)C2C=CC=CC=2)C2C=CC=CC=2)=CC=1>C1(C)C=CC=CC=1.C1C=CC(/C=C/C(/C=C/C2C=CC=CC=2)=O)=CC=1.C1C=CC(/C=C/C(/C=C/C2C=CC=CC=2)=O)=CC=1.C1C=CC(/C=C/C(/C=C/C2C=CC=CC=2)=O)=CC=1.[Pd].[Pd]>[CH2:17]([O:19][C:20](=[O:28])[C:21]1[CH:26]=[CH:25][C:24]([N:4]([CH:1]([CH3:3])[CH3:2])[C:5]2[CH:6]=[C:7]([CH3:16])[C:8]3[O:12][CH2:11][C:10]([CH3:13])([CH3:14])[C:9]=3[CH:15]=2)=[CH:23][CH:22]=1)[CH3:18] |f:2.3.4,7.8.9.10.11|. Product: O=C1CC(S)CN1Cc1ccc(Oc2ccccc2)cc1. Reactants: CC(=O)SC1CC(=O)N(Cc2ccc(Oc3ccccc3)cc2)C1, CC(=O)O, Cl. RXN SMILES: [C:1](=[O:2])([CH3:3])[S:4][CH:5]1[CH2:6][C:7](=[O:24])[N:8]([CH2:10][c:11]2[cH:12][cH:13][c:14]([O:17][c:18]3[cH:19][cH:20][cH:21][cH:22][cH:23]3)[cH:15][cH:16]2)[CH2:9]1.[CH3:25][C:26](=[O:27])[OH:28].[ClH:29]>>[SH:4][CH:5]1[CH2:6][C:7](=[O:24])[N:8]([CH2:10][c:11]2[cH:12][cH:13][c:14]([O:17][c:18]3[cH:19][cH:20][cH:21][cH:22][cH:23]3)[cH:15][cH:16]2)[CH2:9]1. Starting materials: BrBr (Bromine), ice water, C(C)OC(=O)C1=NN(C(=C1)C1=CC=C(C=C1)Cl)C1=C(C=CC=C1)Cl (5-(4-chlorophenyl)-1-(2-chlorophenyl)-1H-pyrazole-3-carboxylic acid ethyl ester). The solvent is C(C)(=O)O (acetic acid). Conditions: time 45 minute. Yields the product C(C)OC(=O)C1=NN(C(=C1Br)C1=CC=C(C=C1)Cl)C1=C(C=CC=C1)Cl (4-Bromo-5-(4-chlorophenyl)-1-(2-chlorophenyl)-1H-pyrazole-3-carboxylic Acid Ethyl Ester). RXN SMILES: [Br:1]Br.[CH2:3]([O:5][C:6]([C:8]1[CH:12]=[C:11]([C:13]2[CH:18]=[CH:17][C:16]([Cl:19])=[CH:15][CH:14]=2)[N:10]([C:20]2[CH:25]=[CH:24][CH:23]=[CH:22][C:21]=2[Cl:26])[N:9]=1)=[O:7])[CH3:4]>C(O)(=O)C>[CH2:3]([O:5][C:6]([C:8]1[C:12]([Br:1])=[C:11]([C:13]2[CH:14]=[CH:15][C:16]([Cl:19])=[CH:17][CH:18]=2)[N:10]([C:20]2[CH:25]=[CH:24][CH:23]=[CH:22][C:21]=2[Cl:26])[N:9]=1)=[O:7])[CH3:4]. Procedure details: Bromine (15 ml, 294 mmol) was added in one portion to a cooled (ice/water bath) stirred solution of 5-(4-chlorophenyl)-1-(2-chlorophenyl)-1H-pyrazole-3-carboxylic acid ethyl ester (26.6 g, 73.6 mmol) in acetic acid (300 ml). After 45 minutes, the reaction was concentrated in vacuo, the solids slurried in diethyl ether (100 ml), filtered and dried in vacuo to afford the title compound (I-1a) as a light-yellow colored solid, 29.6 g. The reactants are COC=1C=C2C(NC=NC2=CC1OCCN1CCCC1)=O (6-methoxy-7-(2-(pyrrolidin-1-yl)ethoxy)-3,4-dihydroquinazolin-4-one), S(=O)(Cl)Cl (thionyl chloride), BrC1=CC(=C(N)C=C1O)F (4-bromo-2-fluoro-5-hydroxyaniline). The reagents and catalysts are CN(C)C=O (DMF). Run in C(C)(C)O (isopropanol), CC(=O)C (acetone). Yields the product Cl.ClC1=CC(=C(NC2=NC=NC3=CC(=C(C=C23)OC)OCCN2CCCC2)C=C1O)F (4-(4-chloro-2-fluoro-5-hydroxyanilino)-6-methoxy-7-(2-(pyrrolidin-1-yl)ethoxy)quinazoline hydrochloride). Isolated yield 83.0%. Reaction SMILES: [CH3:1][O:2][C:3]1[CH:4]=[C:5]2[C:10](=[CH:11][C:12]=1[O:13][CH2:14][CH2:15][N:16]1[CH2:20][CH2:19][CH2:18][CH2:17]1)[N:9]=[CH:8][NH:7][C:6]2=O.S(Cl)([Cl:24])=O.Br[C:27]1[C:33]([OH:34])=[CH:32][C:30]([NH2:31])=[C:29]([F:35])[CH:28]=1>CN(C=O)C.C(O)(C)C.CC(C)=O>[ClH:24].[Cl:24][C:27]1[C:33]([OH:34])=[CH:32][C:30]([NH:31][C:6]2[C:5]3[C:10](=[CH:11][C:12]([O:13][CH2:14][CH2:15][N:16]4[CH2:20][CH2:19][CH2:18][CH2:17]4)=[C:3]([O:2][CH3:1])[CH:4]=3)[N:9]=[CH:8][N:7]=2)=[C:29]([F:35])[CH:28]=1 |f:6.7|. Reported procedure: A mixture of 6-methoxy-7-(2-(pyrrolidin-1-yl)ethoxy)-3,4-dihydroquinazolin-4-one (260 mg, 0.90 mmol), thionyl chloride (5 ml) and DMF (2 drops) was heated at reflux for 45 minutes and allowed to cool. The excess thionyl chloride was removed by evaporation, and the residue azeotroped with toluene. A solution of 4-chloro-2-fluoro-5-hydroxyaniline (160 mg, 1.0 mmol), (as described in EP 61741 A2), in isopropanol (5 ml) was added to the residue and the mixture was heated at reflux for 1 hour and the... The reactants are C1(C=2C(C(N1C\C=C/CCCC(=O)OC)=O)=CC=CC2)=O (methyl (Z)-7-phthalimidohept-5-enoate). Solvent: CC(=O)C (acetone), Cl (hydrochloric acid), O (water), O (Water). Yields the product C1(C=2C(C(N1C\C=C/CCCC(=O)O)=O)=CC=CC2)=O ((Z)-7-Phthalimidohept-5-enoic Acid). Yield: 80.9%. Reaction SMILES: [C:1]1(=[O:21])[N:5]([CH2:6]/[CH:7]=[CH:8]\[CH2:9][CH2:10][CH2:11][C:12]([O:14]C)=[O:13])[C:4](=[O:16])[C:3]2=[CH:17][CH:18]=[CH:19][CH:20]=[C:2]12>CC(C)=O.Cl.O>[C:4]1(=[O:16])[N:5]([CH2:6]/[CH:7]=[CH:8]\[CH2:9][CH2:10][CH2:11][C:12]([OH:14])=[O:13])[C:1](=[O:21])[C:2]2=[CH:20][CH:19]=[CH:18][CH:17]=[C:3]12. Procedure: A solution of methyl (Z)-7-phthalimidohept-5-enoate (1.56 g) in acetone (30 ml), concentrated hydrochloric acid (15 ml) and water (15 ml) was refluxed for 2.5 hours. Water (180 ml) was added and the solution was cooled. The precipitate was collected by filtration to give the title compound (1.2 g). m.p. 86°-88° C.